From a dataset of the Open Reaction Database (ORD), a public repository of structured organic reaction records. describe an organic reaction: reactants, conditions, products, and yield The reactants are [Si](C)(C)(C(C)(C)C)O[C@@H](CNCCCCCCNC(=O)C=1C=C(C=CC1)S(=O)(=O)C=1C=C2C(=C(C=NC2=C(C1)C)C(=O)N)NC1=CC(=CC=C1)OC)C1=CC(=C(C=C1)O)NC=O ((R)-6-[[3-[[6-[[2-[(tert-Butyldimethylsilyl)oxy]-2-(3-formamido-4-hydroxyphenyl)ethyl]amino]hexyl]carbamoyl]phenyl]sulfonyl]-4-((3-methoxyphenyl)amino]-8-methylquinoline-3-carboxamide), COC=1C=C(C=CC1)NC1=C(C=NC2=C(C=C(C=C12)S(=O)(=O)C1=CC(=CC=C1)C(N(CCCCCC=O)C)=O)C)C(=O)N (4-[(3-Methoxyphenyl)amino]-8-methyl-6-[[3-[methyl(6-oxohexyl)carbamoyl]phenyl]sulfonyl]quinoline-3-carboxamide), C47H60N6O8SSi. Product: [Si](C)(C)(C(C)(C)C)O[C@@H](CNCCCCCCN(C(=O)C=1C=C(C=CC1)S(=O)(=O)C=1C=C2C(=C(C=NC2=C(C1)C)C(=O)N)NC1=CC(=CC=C1)OC)C)C1=CC(=C(C=C1)O)NC=O ((R)-6-((3-((6-((2-((tert-butyldimethylsilyl)oxy)-2-(3-formamido-4-hydroxyphenyl)ethyl)amino)hexyl)(methyl)carbamoyl)phenyl)sulfonyl)-4-((3-methoxyphenyl)amino)-8-methylquinoline-3-carboxamide). Reaction SMILES: [Si:1]([O:8][C@H:9]([C:53]1[CH:58]=[CH:57][C:56]([OH:59])=[C:55]([NH:60][CH:61]=[O:62])[CH:54]=1)[CH2:10][NH:11][CH2:12][CH2:13][CH2:14][CH2:15][CH2:16][CH2:17][NH:18][C:19]([C:21]1[CH:22]=[C:23]([S:27]([C:30]2[CH:31]=[C:32]3[C:37](=[C:38]([CH3:40])[CH:39]=2)[N:36]=[CH:35][C:34]([C:41]([NH2:43])=[O:42])=[C:33]3[NH:44][C:45]2[CH:50]=[CH:49][CH:48]=[C:47]([O:51][CH3:52])[CH:46]=2)(=[O:29])=[O:28])[CH:24]=[CH:25][CH:26]=1)=[O:20])([C:4]([CH3:7])([CH3:6])[CH3:5])([CH3:3])[CH3:2].[CH3:63]OC1C=C(NC2C3C(=C(C)C=C(S(C4C=CC=C(C(=O)N(C)CCCCCC=O)C=4)(=O)=O)C=3)N=CC=2C(N)=O)C=CC=1>>[Si:1]([O:8][C@H:9]([C:53]1[CH:58]=[CH:57][C:56]([OH:59])=[C:55]([NH:60][CH:61]=[O:62])[CH:54]=1)[CH2:10][NH:11][CH2:12][CH2:13][CH2:14][CH2:15][CH2:16][CH2:17][N:18]([CH3:63])[C:19]([C:21]1[CH:22]=[C:23]([S:27]([C:30]2[CH:31]=[C:32]3[C:37](=[C:38]([CH3:40])[CH:39]=2)[N:36]=[CH:35][C:34]([C:41]([NH2:43])=[O:42])=[C:33]3[NH:44][C:45]2[CH:50]=[CH:49][CH:48]=[C:47]([O:51][CH3:52])[CH:46]=2)(=[O:28])=[O:29])[CH:24]=[CH:25][CH:26]=1)=[O:20])([C:4]([CH3:7])([CH3:5])[CH3:6])([CH3:2])[CH3:3]. Reported procedure: The title compound was synthesized in a manner analogous to that described in Intermediate 167, using Intermediate 114 in place of Intermediate 113. ES/MS calcd. C47H60N6O8SSi 896.4. Found m/z=897 (M+H)+. The reactants are CC(C)(C)[C@@H]1CC[C@H](CC1)C=O (trans-4-(1,1-dimethylethyl)cyclohexanecarboxaldehyde), triethyl phosphonoacetate, CCO (EtOH), [O-]CC.[Na+] (sodium ethoxide). Conditions: temperature 40 celsius, time 1.6 hour. Product: C(C)OC(\C=C\[C@@H]1CC[C@H](CC1)C(C)(C)C)=O (trans-(E)-3-[4-(1,1-dimethylethyl)cyclohexyl]-2-propenoic acid ethyl ester). Isolated yield 84.0%. Reaction SMILES: [CH3:1][C:2]([C@H:5]1[CH2:10][CH2:9][C@H:8]([CH:11]=O)[CH2:7][CH2:6]1)([CH3:4])[CH3:3].[O-:13][CH2:14][CH3:15].[Na+].[CH3:17][CH2:18][OH:19]>>[CH2:14]([O:13][C:18](=[O:19])/[CH:17]=[CH:11]/[C@H:8]1[CH2:7][CH2:6][C@H:5]([C:2]([CH3:1])([CH3:3])[CH3:4])[CH2:10][CH2:9]1)[CH3:15] |f:1.2|. Reported procedure: To a solution of trans-4-(1,1-dimethylethyl)cyclohexanecarboxaldehyde (200 mg, 1.19 mmol) in abs. EtOH (5.4 mL) at room temperature was added triethyl phosphonoacetate (96% pure, 0.389 mL, 1.96 mmol). The reaction mixture was warmed to 40° C. and a solution of sodium ethoxide (prepared from 41 mg of Na in 1.49 mL of abs. EtOH, 1.78 mmol) was added dropwise. The reaction mixture was stirred at 40° C. for 1.6 h and was quenched by the addition of HOAc/ether (1:3) to pH 6 followed by few drops of s... Starting materials: B, C1CCOC1, COc1ccccc1N1CCN(CCC(N)=O)CC1, Cl, [Na+], C1CCOC1, [OH-]. The product is COc1ccccc1N1CCN(CCCN)CC1. Reaction SMILES: [BH3:25].[CH2:29]1[O:30][CH2:31][CH2:32][CH2:33]1.[CH3:1][O:2][c:3]1[c:4]([N:9]2[CH2:10][CH2:11][N:12]([CH2:15][CH2:16][C:17](=[O:18])[NH2:19])[CH2:13][CH2:14]2)[cH:5][cH:6][cH:7][cH:8]1.[ClH:26].[Na+:28].[O:20]1[CH2:21][CH2:22][CH2:23][CH2:24]1.[OH-:27]>>[CH3:1][O:2][c:3]1[c:4]([N:9]2[CH2:10][CH2:11][N:12]([CH2:15][CH2:16][CH2:17][NH2:19])[CH2:13][CH2:14]2)[cH:5][cH:6][cH:7][cH:8]1. Reactants: C(#N)[BH3-].[Na+] (sodium cyanoborohydride), C(C)(=O)O (acetic acid), NC1=CC(=C(C=C1)NC(C(C)(C)C)=O)C (N-(4-Amino-2-methylphenyl)-2,2-dimethylpropionamide), ClC1=CC=C(OC2=C(C(=NN2C)C)C=O)C=C1 (5-(4-Chlorophenoxy)-1,3-dimethyl-1H-pyrazole-4-carbaldehyde). Run in CO (methanol), C(C)#N (acetonitrile). Conditions: temperature 170 celsius, time 20 minute. Yields the product ClC1=CC=C(OC2=C(C(=NN2C)C)CNC2=CC(=C(C=C2)NC(C(C)(C)C)=O)C)C=C1 (N-(4-{[5-(4-Chlorophenoxy)-1,3-dimethyl-1H-pyrazol-4-ylmethyl]-amino}-2-methylphenyl)-2,2-dimethylpropionamide). RXN SMILES: [NH2:1][C:2]1[CH:7]=[CH:6][C:5]([NH:8][C:9](=[O:14])[C:10]([CH3:13])([CH3:12])[CH3:11])=[C:4]([CH3:15])[CH:3]=1.[Cl:16][C:17]1[CH:32]=[CH:31][C:20]([O:21][C:22]2[N:26]([CH3:27])[N:25]=[C:24]([CH3:28])[C:23]=2[CH:29]=O)=[CH:19][CH:18]=1.C([BH3-])#N.[Na+].C(O)(=O)C>C(#N)C.CO>[Cl:16][C:17]1[CH:32]=[CH:31][C:20]([O:21][C:22]2[N:26]([CH3:27])[N:25]=[C:24]([CH3:28])[C:23]=2[CH2:29][NH:1][C:2]2[CH:7]=[CH:6][C:5]([NH:8][C:9](=[O:14])[C:10]([CH3:11])([CH3:12])[CH3:13])=[C:4]([CH3:15])[CH:3]=2)=[CH:19][CH:18]=1 |f:2.3|. Procedure details: A mixture of N-(4-Amino-2-methylphenyl)-2,2-dimethylpropionamide (300 mg, 1.45 mmol) and 5-(4-Chlorophenoxy)-1,3-dimethyl-1H-pyrazole-4-carbaldehyde (360 mg, 1.45 mmol) in acetonitrile (4 mL) was heated and stirred at 170° C. under microwave irradiation for 20 minutes. The obtained reaction mixture was added carefully into solution of sodium cyanoborohydride (0.36 g) in methanol followed by acetic acid (1 mL). After 60 minutes it was partitioned between ethyl acetate and saturated aqueous sodium... Reactants: N1=C(C=NC=C1)N[C@H]1C[C@H](CCC1)NC(OCC1=CC=CC=C1)=O (benzyl N-[(1S,3R)-3-(pyrazin-2-ylamino)cyclohexyl]carbamate), 74a. The reagents and catalysts are [Pd] (Pd/C). The solvent is CO (methanol). Reaction conditions: time 3 hour. Yields the product N1=C(C=NC=C1)N[C@H]1C[C@H](CCC1)N ((1R,3S)—N1-(pyrazin-2-yl)cyclohexane-1,3-diamine). Reaction SMILES: [N:1]1[CH:6]=[CH:5][N:4]=[CH:3][C:2]=1[NH:7][C@@H:8]1[CH2:13][CH2:12][CH2:11][C@H:10]([NH:14]C(=O)OCC2C=CC=CC=2)[CH2:9]1>CO.[Pd]>[N:1]1[CH:6]=[CH:5][N:4]=[CH:3][C:2]=1[NH:7][C@@H:8]1[CH2:13][CH2:12][CH2:11][C@H:10]([NH2:14])[CH2:9]1. Procedure details: To a solution of benzyl N-[(1S,3R)-3-(pyrazin-2-ylamino)cyclohexyl]carbamate, 74a, (0.040 g, 0.123 mmol) in methanol (10 mL) was added 10% Pd/C (0.043 g, 0.040 mmol) and the resulting suspension was stirred under an atmosphere of hydrogen for three hours until LCMS indicated completion of the reaction. The solution was filtered through a bed of celite and concentrated in vacuo to give a yellow solid, which was used without further purification. Starting materials: C(CCC(=O)C)(=O)OCC (ethyl levulinate), OCC1=C(C=O)OC=C1 (Hydroxymethyl furfural), N1CCCC1 (pyrrolidine), C(C)(=O)O (acetic acid). The product is OCC1=CC=C(O1)/C=C/C(CCC(=O)OCC)=O ((E)-ethyl 6-(5-(hydroxymethyl)furan-2-yl)-4-oxohex-5-enoate). The yield is 429.0%. Reaction SMILES: [C:1]([O:8][CH2:9][CH3:10])(=[O:7])[CH2:2][CH2:3][C:4]([CH3:6])=[O:5].N1CCCC1.[C:16]([OH:19])(=O)[CH3:17].[OH:20][CH2:21][C:22]1C=CO[C:23]=1[CH:24]=O>>[OH:20][CH2:21][C:22]1[O:19][C:16](/[CH:17]=[CH:6]/[C:4](=[O:5])[CH2:3][CH2:2][C:1]([O:8][CH2:9][CH3:10])=[O:7])=[CH:24][CH:23]=1. Reported procedure: 11.3 mL of ethyl levulinate (79.2 mmol) was placed in a ground glass single necked, 24/40, round bottom flask and stirring was begun. This was then chilled with an ice bath. In air, the pyrrolidine (1.25 mL, 15.8 mmol) and acetic acid (0.91 mL, 15.8 mmol) was then added. Hydroxymethyl furfural (HMF) (10.01 g, 79.2 mmol) was then added and solution darkened. The cooling bath was then removed and the solution was stirred at ambient temperature until the reaction was complete (by 1H and 13C NMR). T...